This data is from the Open Reaction Database (ORD), a public repository of structured organic reaction records. The task is: describe an organic reaction: reactants, conditions, products, and yield The yield is 84.6%. As a reaction SMILES: [C:1]([O:5][C:6](=[O:41])[CH2:7][N:8]([C:16]1[CH:21]=[CH:20][CH:19]=[C:18]([CH:22]([CH2:33][C:34]2[CH:39]=[CH:38][C:37](Br)=[CH:36][CH:35]=2)[NH:23][S:24]([C:27]2[CH:28]=[N:29][CH:30]=[CH:31][CH:32]=2)(=[O:26])=[O:25])[N:17]=1)[C:9]([O:11][C:12]([CH3:15])([CH3:14])[CH3:13])=[O:10])([CH3:4])([CH3:3])[CH3:2].[Cl:42][C:43]1[CH:48]=[CH:47][C:46](B(O)O)=[CH:45][CH:44]=1>>[C:1]([O:5][C:6](=[O:41])[CH2:7][N:8]([C:9]([O:11][C:12]([CH3:15])([CH3:14])[CH3:13])=[O:10])[C:16]1[CH:21]=[CH:20][CH:19]=[C:18]([CH:22]([CH2:33][C:34]2[CH:39]=[CH:38][C:37]([C:46]3[CH:47]=[CH:48][C:43]([Cl:42])=[CH:44][CH:45]=3)=[CH:36][CH:35]=2)[NH:23][S:24]([C:27]2[CH:28]=[N:29][CH:30]=[CH:31][CH:32]=2)(=[O:26])=[O:25])[N:17]=1)([CH3:4])([CH3:3])[CH3:2]. Starting materials: C(C)(C)(C)OC(CN(C(=O)OC(C)(C)C)C1=NC(=CC=C1)C(NS(=O)(=O)C=1C=NC=CC1)CC1=CC=C(C=C1)Br)=O (tert-butyl({6-[(4-bromobenzyl)(pyridin-3-ylsulfonyl)aminomethyl]pyridin-2-yl}tert-butoxycarbonylamino)acetate), ClC1=CC=C(C=C1)B(O)O (4-chlorophenylboronic acid). Yields the product C(C)(C)(C)OC(CN(C1=NC(=CC=C1)C(NS(=O)(=O)C=1C=NC=CC1)CC1=CC=C(C=C1)C1=CC=C(C=C1)Cl)C(=O)OC(C)(C)C)=O (tert-Butyl(tert-butoxycarbonyl{6-[(4′-chlorobiphenyl-4-ylmethyl)(pyridin-3-ylsulfonyl)aminomethyl]pyridin-2-yl}amino)acetate). Procedure: Reaction and post-treatment were carried out in the same manner as in Example 9-(b) except for using tert-butyl({6-[(4-bromobenzyl)(pyridin-3-ylsulfonyl)aminomethyl]pyridin-2-yl}tert-butoxycarbonylamino)acetate (187 mg, 0.289 mmol) obtained in Example 9-(a), and using 4-chlorophenylboronic acid (70.6 mg, 0.452 mmol) in place of 4-fluorophenylboronic acid to afford the title compound (166 mg) as a colorless oil. (Yield: 84%) Reactants: C1(CC1)NCC(=O)OCC (Ethyl cyclopropylaminoacetate), Cl (hydrochloric acid). The solvent is O (water). Yields the product Cl.C1(CC1)NCC(=O)O (cyclopropylaminoacetic acid hydrochloride). RXN SMILES: [CH:1]1([NH:4][CH2:5][C:6]([O:8]CC)=[O:7])[CH2:3][CH2:2]1.[ClH:11]>O>[ClH:11].[CH:1]1([NH:4][CH2:5][C:6]([OH:8])=[O:7])[CH2:3][CH2:2]1 |f:3.4|. Procedure: Ethyl cyclopropylaminoacetate was stirred in a mixture of concentrated hydrochloric acid and water until the reaction had subsided. The mixture was then heated to reflux for 2 hours. The resulting solution was evaporated to give a white solid which was triturated with acetone and recrystallised from methanol/ethyl acetate to give cyclopropylaminoacetic acid hydrochloride of melting point 189°-191° C. (decomposition). Reactants: O=C[C@H](O)[C@@H](O)[C@H](O)[C@H](O)CO (Glucose), Br.C(C)(=O)O (HBr acetic acid), C(C)(=O)[O-].[Na+] (Sodium acetate), Br (HBr), C(C)(=O)[O-].[Na+] (sodium acetate), C(C)(=O)OC(C)=O (acetic anhydride), Br.C(C)(=O)O (HBr acetic acid). Reagents/catalysts: [O-]S(=O)(=O)[O-].[Cu+2] (CuSO4), [Zn] (zinc). Solvent: C(C)(=O)O (acetic acid), C(C)(=O)O (acetic acid), O (water). Conditions: time 1 hour. Yields the product C(C)(=O)O[C@@H]1C=CO[C@@H]([C@H]1OC(C)=O)COC(C)=O (tri-O-acetyl-D-glucal). Yield: 98.0%. As a reaction SMILES: O=[CH:2][C@@H:3]([C@H:5]([C@@H:7]([C@@H:9]([CH2:11][OH:12])[OH:10])[OH:8])[OH:6])O.C(O[C:17](=[O:19])[CH3:18])(=O)C.Br.[C:21]([OH:24])(=O)[CH3:22].[C:25]([O-])(=[O:27])[CH3:26].[Na+].Br>[O-]S([O-])(=O)=O.[Cu+2].[Zn].C(O)(=O)C.O>[C:25]([O:6][C@H:5]1[C@H:7]([O:8][C:21](=[O:24])[CH3:22])[C@@H:9]([CH2:11][O:12][C:17](=[O:19])[CH3:18])[O:10][CH:2]=[CH:3]1)(=[O:27])[CH3:26] |f:2.3,4.5,7.8|. Procedure: Glucose (1.000 g) was suspended in a solution of acetic acid (10 mL) and acetic anhydride (3.606 g, 7.0 equiv) and 1,000 g 31% HBr/acetic acid solution added. The reaction mixture was allowed to stir for 1 h, after which 9.000 g more 31% HBr/acetic acid solution (total of 7.7 equiv HBr) was added and allowed to stir overnight. Sodium acetate was then added (2.700 g) to neutralized the excess HBr, and the reaction mixture was added to a suspension containing pulverized CuSO4. 5H2O (0.315 g), zinc... The yield is 84.0%. Yields the product BrC(CC(=O)O)C(C)=O (3-Bromo-4-oxopentanoic acid). Starting materials: O=C(CCC(=O)O)C (4-oxopentanoic acid), BrBr (bromine), ice water. RXN SMILES: [O:1]=[C:2]([CH3:8])[CH2:3][CH2:4][C:5]([OH:7])=[O:6].[Br:9]Br>Cl>[Br:9][CH:3]([C:2](=[O:1])[CH3:8])[CH2:4][C:5]([OH:7])=[O:6]. Solvent: Cl (hydrochloric acid). Conditions: time 4 hour. Procedure: Concentrated hydrochloric acid (20 ml) was added to 4-oxopentanoic acid (5.0 g), and bromine was added dropwise thereto at −15° C. The mixture was stirred at a room temperature. After 4 hours, the reaction solution was poured into ice water (45 ml). The reaction solution was subjected to extraction with ethyl ether, and the organic layer was washed with a saturated saline solution, dried over anhydrous magnesium sulfate and then concentrated under a reduced pressure to give the title compound (7... Reactants: C(C)OC1=CC=C(C=C1)NC(C(O)C1=CC=CC=C1)=O (N-4-ethoxyphenyl-DL-mandelamide), C(C)OC1=CC=C(N)C=C1 (4-ethoxyaniline), C(C(O)C1=CC=CC=C1)(=O)O (DL-mandelic acid). The product is C(C)OC=1C=C2C(C(NC2=CC1)=O)C1=CC=CC=C1 (5-Ethoxy-1,3-dihydro-3-phenylindol-2-one). As a reaction SMILES: [CH2:1]([O:3][C:4]1[CH:9]=[CH:8][C:7]([NH:10][C:11](=[O:20])[CH:12]([C:14]2[CH:19]=[CH:18][CH:17]=[CH:16][CH:15]=2)O)=[CH:6][CH:5]=1)[CH3:2].C(OC1C=CC(N)=CC=1)C.C(O)(=O)C(C1C=CC=CC=1)O>>[CH2:1]([O:3][C:4]1[CH:9]=[C:8]2[C:7](=[CH:6][CH:5]=1)[NH:10][C:11](=[O:20])[CH:12]2[C:14]1[CH:19]=[CH:18][CH:17]=[CH:16][CH:15]=1)[CH3:2]. Reported procedure: This compound is prepared according to the procedure described in step B of Preparation 66 from N-4-ethoxyphenyl-DL-mandelamide (138° C.), itself obtained according to the procedure described in step A of Preparation 2 from 4-ethoxyaniline and DL-mandelic acid. This gives the expected product. M.p.=125°-130° C. Reactants: C[Si](N1[C@@H](C[C@H](C1)O[Si](C)(C)C)C(=O)O[Si](C)(C)C)(C)C (trimethylsilyl (2S,4R)—N-trimethylsilyl-4-(trimethylsilyloxy)-pyrrolidine-2-carboxylate), ClCC(=O)F (chloroacetyl fluoride), [Si](C)(C)(C)F (Me3SiF). Run in ClCCl (dichloromethane), ClCCl (dichloromethane). Product: ClCC(=O)N1[C@@H](C[C@H](C1)O[Si](C)(C)C)C(=O)O[Si](C)(C)C (trimethylsilyl (2S,4R)—N-chloroacetyl-4-(trimethylsilyloxy)pyrrolidine-2-carboxylate). The yield is 95.0%. RXN SMILES: C[Si](C)(C)[N:3]1[CH2:7][C@H:6]([O:8][Si:9]([CH3:12])([CH3:11])[CH3:10])[CH2:5][C@H:4]1[C:13]([O:15][Si:16]([CH3:19])([CH3:18])[CH3:17])=[O:14].[Cl:22][CH2:23][C:24](F)=[O:25].[Si](F)(C)(C)C>ClCCl>[Cl:22][CH2:23][C:24]([N:3]1[CH2:7][C@H:6]([O:8][Si:9]([CH3:10])([CH3:11])[CH3:12])[CH2:5][C@H:4]1[C:13]([O:15][Si:16]([CH3:17])([CH3:18])[CH3:19])=[O:14])=[O:25]. Procedure: Into a solution of trimethylsilyl (2S,4R)—N-trimethylsilyl-4-(trimethylsilyloxy)-pyrrolidine-2-carboxylate (5.22 g, 15.0 mmol) in 15 ml of anhydrous dichloromethane was drop wise added a solution of chloroacetyl fluoride in 5 ml of dichloromethane with vigorous stirring at room temperature. Exothermic reaction occurred with liberation of Me3SiF. The reaction mixture was stirred at room temperature for 2 h and then the reaction mixture was evaporated to dryness at reduced pressure, which gave 5.0... Solvent: ClCCl (dichloromethane), ClCCl (dichloromethane). Reaction conditions: temperature -78 celsius, time 1 hour. Reaction SMILES: [CH2:1]([O:5][CH2:6][CH2:7][O:8][C:9]1[CH:14]=[CH:13][C:12]([C:15]2[CH:16]=[CH:17][C:18]3[N:24]([CH2:25][CH:26]([CH3:28])[CH3:27])[CH2:23][CH2:22][C:21]([C:29]([NH:31][C:32]4[CH:37]=[CH:36][C:35]([S:38][CH2:39][C:40]5[N:44]([CH2:45][CH2:46][CH2:47][CH3:48])[CH:43]=[N:42][N:41]=5)=[CH:34][CH:33]=4)=[O:30])=[CH:20][C:19]=3[CH:49]=2)=[CH:11][CH:10]=1)[CH2:2][CH2:3][CH3:4].ClC1C=CC=C(C(OO)=[O:58])C=1.S([O-])([O-])(=O)=S.[Na+].[Na+]>ClCCl>[CH2:1]([O:5][CH2:6][CH2:7][O:8][C:9]1[CH:10]=[CH:11][C:12]([C:15]2[CH:16]=[CH:17][C:18]3[N:24]([CH2:25][CH:26]([CH3:27])[CH3:28])[CH2:23][CH2:22][C:21]([C:29]([NH:31][C:32]4[CH:33]=[CH:34][C:35]([S:38]([CH2:39][C:40]5[N:44]([CH2:45][CH2:46][CH2:47][CH3:48])[CH:43]=[N:42][N:41]=5)=[O:58])=[CH:36][CH:37]=4)=[O:30])=[CH:20][C:19]=3[CH:49]=2)=[CH:13][CH:14]=1)[CH2:2][CH2:3][CH3:4] |f:2.3.4|. The reactants are S(=S)(=O)([O-])[O-].[Na+].[Na+] (sodium thiosulfate), C(CCC)OCCOC1=CC=C(C=C1)C=1C=CC2=C(C=C(CCN2CC(C)C)C(=O)NC2=CC=C(C=C2)SCC2=NN=CN2CCCC)C1 (7-[4-(2-butoxyethoxy)phenyl]-N-[4-(4-n-butyl-4H-1,2,4-triazol-3-ylmethylthio)phenyl]-1-isobutyl-2,3-dihydro-1H-benzazepine-4-carboxamide), ClC1=CC(=CC=C1)C(=O)OO (3-chloroperbenzoic acid). The yield is 76.9%. The product is C(CCC)OCCOC1=CC=C(C=C1)C=1C=CC2=C(C=C(CCN2CC(C)C)C(=O)NC2=CC=C(C=C2)S(=O)CC2=NN=CN2CCCC)C1 (7-[4-(2-butoxyethoxy)phenyl]-N-[4-(4-n-butyl-4H-1,2,4-triazol-3-ylmethylsulfinyl)phenyl]-1-isobutyl-2,3-dihydro-1H-benzazepine-4-carboxamide). Reported procedure: To a solution of 7-[4-(2-butoxyethoxy)phenyl]-N-[4-(4-n-butyl-4H-1,2,4-triazol-3-ylmethylthio)phenyl]-1-isobutyl-2,3-dihydro-1H-benzazepine-4-carboxamide (1.01 g) in dichloromethane (20 ml) was added dropwise a solution of 3-chloroperbenzoic acid (70%, 0.55 g) in dichloromethane (10 ml) at −78° C., and the mixture was stirred for 1 hour at −78° C. To the reaction solution was added sodium thiosulfate solution at room temperature and the mixture was stirred for several minutes. The mixture was ex... The solvent is O (water), C(C)(=O)OCC (ethyl acetate), COCCOC (1,2-dimethoxyethane). Product: ClC=1C=C(C=CC1C)C1=NOC(C1)(C(F)(F)F)C1=CC(=C(C(=C1)Cl)Cl)Cl (3-(3-chloro-4-methylphenyl)-5-(3,4,5-trichlorophenyl)-5-trifluoromethyl-4,5-dihydroisoxazole). RXN SMILES: [Cl:1][C:2]1[CH:3]=[C:4]([CH:8]=[CH:9][C:10]=1[CH3:11])[CH:5]=[N:6][OH:7].ClN1C(=O)CCC1=O.[Cl:20][C:21]1[CH:22]=[C:23]([C:29]([C:31]([F:34])([F:33])[F:32])=[CH2:30])[CH:24]=[C:25]([Cl:28])[C:26]=1[Cl:27].C(=O)([O-])O.[K+]>COCCOC.C(OCC)(=O)C.O>[Cl:1][C:2]1[CH:3]=[C:4]([C:5]2[CH2:30][C:29]([C:23]3[CH:24]=[C:25]([Cl:28])[C:26]([Cl:27])=[C:21]([Cl:20])[CH:22]=3)([C:31]([F:34])([F:33])[F:32])[O:7][N:6]=2)[CH:8]=[CH:9][C:10]=1[CH3:11] |f:3.4|. The reactants are ClC=1C=C(C=C(C1Cl)Cl)C(=C)C(F)(F)F (3,4,5-trichloro-1-(1-trifluoromethylethenyl)benzene), C(O)([O-])=O.[K+] (potassium hydrogen carbonate), ClC=1C=C(C=NO)C=CC1C (3-chloro-4-methylbenzaldoxime), ClN1C(CCC1=O)=O (N-chlorosuccinimide), resultant mixture. Reported procedure: To a solution of 10.5 g of 3-chloro-4-methylbenzaldoxime in 50 mL of 1,2-dimethoxyethane, 9.1 g of N-chlorosuccinimide was added and the resultant mixture was stirred at 70° C. for 2 hours. Next, the reaction mixture was left to be cooled down to room temperature and to the reaction mixture, 17.0 g of 3,4,5-trichloro-1-(1-trifluoromethylethenyl)benzene, 9.3 g of potassium hydrogen carbonate and 10 mL of water were added, followed by continuing the stirring of the reaction mixture at room tempera... Run at time 16 hour. Starting materials: BrC1=C2C(C(N(C2=CC=C1)C(C1=CC=CC=C1)C1=CC=CC=C1)=O)C1=CC2=C(OCCO2)C=C1O (4-bromo-1-(diphenylmethyl)-3-(7-hydroxy-2,3-dihydro-1,4-benzodioxin-6-yl)-1,3-dihydro-2H-indol-2-one), C1(=CC=CC=C1)C(N1C(C(C2=CC=CC=C12)C1=C(C=C(C(=C1)C)OC)O)=O)C1=CC=CC=C1 (1-(diphenylmethyl)-3-(2-hydroxy-4-methoxy-5-methylphenyl)-1,3-dihydro-2H-indol-2-one). Yields the product BrC1=C2C3(C(N(C2=CC=C1)C(C1=CC=CC=C1)C1=CC=CC=C1)=O)COC1=CC2=C(OCCO2)C=C13 (4′-bromo-1′-(diphenylmethyl)-2,3-dihydrospiro[furo[2,3-g][1,4]benzodioxine-8,3′-indol]-2′(1′H)-one). As a reaction SMILES: [Br:1][C:2]1[CH:10]=[CH:9][CH:8]=[C:7]2[C:3]=1[CH:4]([C:25]1[C:34]([OH:35])=[CH:33][C:28]3[O:29][CH2:30][CH2:31][O:32][C:27]=3[CH:26]=1)[C:5](=[O:24])[N:6]2[CH:11]([C:18]1[CH:23]=[CH:22][CH:21]=[CH:20][CH:19]=1)[C:12]1[CH:17]=[CH:16][CH:15]=[CH:14][CH:13]=1.[C:36]1(C(C2C=CC=CC=2)N2C3C(=CC=CC=3)C(C3C=C(C)C(OC)=CC=3O)C2=O)C=CC=CC=1>>[Br:1][C:2]1[CH:10]=[CH:9][CH:8]=[C:7]2[C:3]=1[C:4]1([C:25]3[C:34](=[CH:33][C:28]4[O:29][CH2:30][CH2:31][O:32][C:27]=4[CH:26]=3)[O:35][CH2:36]1)[C:5](=[O:24])[N:6]2[CH:11]([C:18]1[CH:23]=[CH:22][CH:21]=[CH:20][CH:19]=1)[C:12]1[CH:13]=[CH:14][CH:15]=[CH:16][CH:17]=1. Procedure details: Following the procedure as described in EXAMPLE 2 and making non-critical variations using 4-bromo-1-(diphenylmethyl)-3-(7-hydroxy-2,3-dihydro-1,4-benzodioxin-6-yl)-1,3-dihydro-2H-indol-2-one to replace 1-(diphenylmethyl)-3-(2-hydroxy-4-methoxy-5-methylphenyl)-1,3-dihydro-2H-indol-2-one, 4′-bromo-1′-(diphenylmethyl)-2,3-dihydrospiro[furo[2,3-g][1,4]benzodioxine-8,3′-indol]-2′(1′H)-one was obtained (66%) as a colorless solid: 1H NMR (300 MHz, DMSO-d6) δ7.47-7.16 (m, 12H), 6.85 (s, 1H), 6.82-6.76 ... The reactants are C(#CCCCCCC)C=1C=C(C=NC1Cl)OC[C@@H]1N(CCC1)C(=O)OC(C)(C)C (5-(1-octynyl)-6-chloro-3-(1-BOC-2-(R)-pyrrolidinylmethoxy)pyridine), C=O (formalin). Run in C(=O)O (formic acid). Run at temperature 70 celsius. The product is Cl.Cl.C(#CCCCCCC)C=1C=C(C=NC1Cl)OC[C@@H]1N(CCC1)C (5-(1-Octynyl)-6-chloro-3-(1-methyl-2-(R)-pyrrolidinylmethoxy)pyridine Dihydrochloride). The yield is 157.0%. As a reaction SMILES: [C:1]([C:9]1[CH:10]=[C:11]([O:16][CH2:17][C@H:18]2[CH2:22][CH2:21][CH2:20][N:19]2[C:23](OC(C)(C)C)=O)[CH:12]=[N:13][C:14]=1[Cl:15])#[C:2][CH2:3][CH2:4][CH2:5][CH2:6][CH2:7][CH3:8].C=O>C(O)=O>[ClH:15].[ClH:15].[C:1]([C:9]1[CH:10]=[C:11]([O:16][CH2:17][C@H:18]2[CH2:22][CH2:21][CH2:20][N:19]2[CH3:23])[CH:12]=[N:13][C:14]=1[Cl:15])#[C:2][CH2:3][CH2:4][CH2:5][CH2:6][CH2:7][CH3:8] |f:3.4.5|. Reported procedure: To 5-(1-octynyl)-6-chloro-3-(1-BOC-2-(R)-pyrrolidinylmethoxy)pyridine from Example 79a (330 mg, 0.78 mmol) was added formalin (37%, 9 mL) and formic acid (4.5 mL), and the mixture was heated at 70° C. for 2 hours. The solvent was concentrated, and solid NaHCO3 was added to the residue. At pH 8 the mixture was extracted with CH2Cl2, which was dried over MgSO4 and concentrated. The residue was chromatographed on a silica gel column, eluting with CH2Cl2:MeOH 100:1-100:3 to afford to give the free b...